Dataset: the Open Reaction Database (ORD), a public repository of structured organic reaction records. Task: describe an organic reaction: reactants, conditions, products, and yield The reactants are CN(CCN(C)C)C (Tetramethylethylenediamine), CI (methyl iodide), CC1=CC2=C(NC3=C(N=C2N2CCN(CC2)C)C=CC=C3)S1 (2-methyl-4-(4-methyl-1-piperazinyl)-10H-thieno[2,3-b][1,5]benzodiazepine), C(CCC)[Li] (n-butyllithium). Solvent: O1CCCC1 (tetrahydrofuran), O (Water). Conditions: temperature -70 celsius, time 15 minute. Product: CC1=CC2=C(N(C3=C(N=C2N2CCN(CC2)C)C=CC=C3)C)S1 (2,10-Dimethyl-4-(4-methyl-1-piperazinyl)-10H-thieno-[2,3-b][1,5]benzodiazepine). RXN SMILES: [CH3:1][C:2]1[S:22][C:5]2[NH:6][C:7]3[CH:21]=[CH:20][CH:19]=[CH:18][C:8]=3[N:9]=[C:10]([N:11]3[CH2:16][CH2:15][N:14]([CH3:17])[CH2:13][CH2:12]3)[C:4]=2[CH:3]=1.[CH3:23]N(C)CCN(C)C.C([Li])CCC.CI>O1CCCC1.O>[CH3:1][C:2]1[S:22][C:5]2[N:6]([CH3:23])[C:7]3[CH:21]=[CH:20][CH:19]=[CH:18][C:8]=3[N:9]=[C:10]([N:11]3[CH2:16][CH2:15][N:14]([CH3:17])[CH2:13][CH2:12]3)[C:4]=2[CH:3]=1. Procedure: A solution of 2-methyl-4-(4-methyl-1-piperazinyl)-10H-thieno[2,3-b][1,5]benzodiazepine (3.1 g) (European Patent Publication 0 454 436) in dry tetrahydrofuran (distillated from sodium/benzophenone) was stirred and cooled to -70° C. Tetramethylethylenediamine (1.16 g) was added followed by n-butyllithium (6.25 ml, 0.6M solution), keeping the temperature below -60° C. The deep red solution was stirred for 15 minutes and then methyl iodide (1.42 g) was added. The reaction was allowed to attain room ... The reactants are BrC1=CC2=C(C(=NO2)C(=O)NCC2CC2)C=C1 (6-bromo-N-(cyclopropylmethyl)-1,2-benzisoxazole-3-carboxamide), BrC1=CC2=C(C(=NO2)C(=O)NCC2CC2)C=C1 (6-bromo-N-(cyclopropylmethyl)-1,2-benzisoxazole-3-carboxamide), C1(CC1)NC(C1=CC(=C(C(=C1)B1OC(C(O1)(C)C)(C)C)C)F)=O (N-cyclopropyl-3-fluoro-4-methyl-5-(4,4,5,5-tetramethyl-1,3,2-dioxaborolan-2-yl)benzamide), C1(CC1)NC(C1=CC(=C(C(=C1)B1OC(C(O1)(C)C)(C)C)C)F)=O (N-cyclopropyl-3-fluoro-4-methyl-5-(4,4,5,5-tetramethyl-1,3,2-dioxaborolan-2-yl)benzamide), C(O)([O-])=O.[Na+] (sodium hydrogen carbonate), C(C)(=O)OCC (Ethyl acetate). Reagents/catalysts: C=1C=CC(=CC1)[P](C=2C=CC=CC2)(C=3C=CC=CC3)[Pd]([P](C=4C=CC=CC4)(C=5C=CC=CC5)C=6C=CC=CC6)([P](C=7C=CC=CC7)(C=8C=CC=CC8)C=9C=CC=CC9)[P](C=1C=CC=CC1)(C=1C=CC=CC1)C=1C=CC=CC1 (tetrakis(triphenylphosphine)palladium(0)). The solvent is C(C)(C)O (isopropanol), O (water). Product: C1(CC1)NC(=O)C=1C=C(C(=C(C1)C1=CC2=C(C(=NO2)C(=O)NCC2CC2)C=C1)C)F (6-{5-[(Cyclopropylamino)carbonyl]-3-fluoro-2-methylphenyl}-N-(cyclopropylmethyl)-1,2-benzisoxazole-3-carboxamide). Isolated yield 78.3%. As a reaction SMILES: Br[C:2]1[CH:17]=[CH:16][C:5]2[C:6]([C:9]([NH:11][CH2:12][CH:13]3[CH2:15][CH2:14]3)=[O:10])=[N:7][O:8][C:4]=2[CH:3]=1.[CH:18]1([NH:21][C:22](=[O:40])[C:23]2[CH:28]=[C:27](B3OC(C)(C)C(C)(C)O3)[C:26]([CH3:38])=[C:25]([F:39])[CH:24]=2)[CH2:20][CH2:19]1.C(=O)([O-])O.[Na+].C(OCC)(=O)C>C(O)(C)C.C1C=CC([P]([Pd]([P](C2C=CC=CC=2)(C2C=CC=CC=2)C2C=CC=CC=2)([P](C2C=CC=CC=2)(C2C=CC=CC=2)C2C=CC=CC=2)[P](C2C=CC=CC=2)(C2C=CC=CC=2)C2C=CC=CC=2)(C2C=CC=CC=2)C2C=CC=CC=2)=CC=1.O>[CH:18]1([NH:21][C:22]([C:23]2[CH:24]=[C:25]([F:39])[C:26]([CH3:38])=[C:27]([C:2]3[CH:17]=[CH:16][C:5]4[C:6]([C:9]([NH:11][CH2:12][CH:13]5[CH2:15][CH2:14]5)=[O:10])=[N:7][O:8][C:4]=4[CH:3]=3)[CH:28]=2)=[O:40])[CH2:20][CH2:19]1 |f:2.3,^1:59,61,80,99|. Reported procedure: A mixture of 6-bromo-N-(cyclopropylmethyl)-1,2-benzisoxazole-3-carboxamide (Intermediate 56) (0.03 g) N-cyclopropyl-3-fluoro-4-methyl-5-(4,4,5,5-tetramethyl-1,3,2-dioxaborolan-2-yl)benzamide (Intermediate 62) (0.03 g) saturated aqueous sodium hydrogen carbonate (0.25 ml) and tetrakis(triphenylphosphine)palladium(0) (1 mg) in isopropanol (0.5 ml) was stirred at reflux under nitrogen for 4 h. Ethyl acetate (2 ml) and water (2 ml) were added, the phases were separated and the aqueous layer was re-e... Starting materials: ClC1=CC=C(C=C1)C1=C(OC2=C1C=CC=C2)C(C2=CC=C(C=C2)O)=O (3-(4-chlorophenyl)-2-(4-hydroxybenzoyl)benzofuran), C(C)N(CCCCl)CC (3-diethylaminopropyl chloride), C([O-])([O-])=O.[K+].[K+] (potassium carbonate). The solvent is CCC(CC)=O (3-pentanone). The product is ClC1=CC=C(C=C1)C1=C(OC2=C1C=CC=C2)C(C2=CC=C(C=C2)OCCCN(CC)CC)=O (3-(4-Chlorophenyl)-2-[4-(3-diethylaminopropoxy)benzoyl]benzofuran). As a reaction SMILES: [Cl:1][C:2]1[CH:7]=[CH:6][C:5]([C:8]2[C:12]3[CH:13]=[CH:14][CH:15]=[CH:16][C:11]=3[O:10][C:9]=2[C:17](=[O:25])[C:18]2[CH:23]=[CH:22][C:21]([OH:24])=[CH:20][CH:19]=2)=[CH:4][CH:3]=1.[CH2:26]([N:28]([CH2:33][CH3:34])[CH2:29][CH2:30][CH2:31]Cl)[CH3:27].C(=O)([O-])[O-].[K+].[K+]>CCC(=O)CC>[Cl:1][C:2]1[CH:3]=[CH:4][C:5]([C:8]2[C:12]3[CH:13]=[CH:14][CH:15]=[CH:16][C:11]=3[O:10][C:9]=2[C:17](=[O:25])[C:18]2[CH:19]=[CH:20][C:21]([O:24][CH2:31][CH2:30][CH2:29][N:28]([CH2:33][CH3:34])[CH2:26][CH3:27])=[CH:22][CH:23]=2)=[CH:6][CH:7]=1 |f:2.3.4|. Procedure details: (0.009 mol.) of 3-(4-chlorophenyl)-2-(4-hydroxybenzoyl)benzofuran with 1.4 g. (0.009 mol.) of 3-diethylaminopropyl chloride in 50 ml. of dry 3-pentanone containing 5.2 g. (0.04 mol.) of potassium carbonate by the method described in Example 1 gives the title compound. Reactants: CC(C)c1[nH]nc(OC2OC(CO)C(O)C(O)C2O)c1Cc1ccccc1O, Clc1cccc(CBr)c1. Yields the product CC(C)c1[nH]nc(OC2OC(CO)C(O)C(O)C2O)c1Cc1ccccc1OCc1cccc(Cl)c1. As a reaction SMILES: [CH:1]1([O:12][c:13]2[n:14][nH:15][c:16]([CH:26]([CH3:27])[CH3:28])[c:17]2[CH2:18][c:19]2[c:20]([OH:25])[cH:21][cH:22][cH:23][cH:24]2)[CH:2]([OH:3])[CH:4]([OH:5])[CH:6]([OH:7])[CH:8]([CH2:10][OH:11])[O:9]1.[Cl:29][c:30]1[cH:31][c:32]([CH2:33][Br:34])[cH:35][cH:36][cH:37]1>>[CH:1]1([O:12][c:13]2[n:14][nH:15][c:16]([CH:26]([CH3:27])[CH3:28])[c:17]2[CH2:18][c:19]2[c:20]([O:25][CH2:33][c:32]3[cH:31][c:30]([Cl:29])[cH:37][cH:36][cH:35]3)[cH:21][cH:22][cH:23][cH:24]2)[CH:2]([OH:3])[CH:4]([OH:5])[CH:6]([OH:7])[CH:8]([CH2:10][OH:11])[O:9]1. Reactants: C1(=CC=CC=C1)CCOCC(CN=[N+]=[N-])O (3-(2-phenylethoxy)-2-hydroxypropylazide), [H-].[Al+3].[Li+].[H-].[H-].[H-] (lithium aluminum hydride). The solvent is O1CCCC1 (tetrahydrofuran). Yields the product C1(=CC=CC=C1)CCOCC(CN)O (3-(2-Phenylethoxy)-2-hydroxypropylamine). The yield is 95.6%. As a reaction SMILES: [C:1]1([CH2:7][CH2:8][O:9][CH2:10][CH:11]([OH:16])[CH2:12][N:13]=[N+]=[N-])[CH:6]=[CH:5][CH:4]=[CH:3][CH:2]=1.[H-].[Al+3].[Li+].[H-].[H-].[H-]>O1CCCC1>[C:1]1([CH2:7][CH2:8][O:9][CH2:10][CH:11]([OH:16])[CH2:12][NH2:13])[CH:6]=[CH:5][CH:4]=[CH:3][CH:2]=1 |f:1.2.3.4.5.6|. Reported procedure: A procedure similar to that described in Preparation 13 was repeated, except that 5.30 g of 3-(2-phenylethoxy)-2-hydroxypropylazide (prepared as described in Preparation 56), 1.85 g of lithium aluminum hydride and 120 ml of anhydrous tetrahydrofuran were used, to give 4.47 g of the title compound as a colorless oil having an Rf value of 0.09 (on silica gel thin layer chromatography, using a 10:1 by volume mixture of ethyl acetate and methanol as the developing solvent).